This data is from the Open Reaction Database (ORD), a public repository of structured organic reaction records. The task is: describe an organic reaction: reactants, conditions, products, and yield Reactants: ClC=1C=C2C(OC(C2=CC1[N+](=O)[O-])(F)F)(F)F (5-chloro-6-nitro-1,1,3,3-tetrafluoro-1,3-dihydroisobenzofuran). Reagents/catalysts: [Fe] (iron). Run in C(C)(=O)O (acetic acid), O (water), C(C)(=O)O (acetic acid). Conditions: time 30 minute. Product: NC1=C(C=C2C(OC(C2=C1)(F)F)(F)F)Cl (6-amino-5-chloro-1,1,3,3-tetrafluoro-1,3-dihydroisobenzofuran). Isolated yield 92.3%. RXN SMILES: [Cl:1][C:2]1[CH:3]=[C:4]2[C:8](=[CH:9][C:10]=1[N+:11]([O-])=O)[C:7]([F:15])([F:14])[O:6][C:5]2([F:17])[F:16]>C(O)(=O)C.O.[Fe]>[NH2:11][C:10]1[CH:9]=[C:8]2[C:4]([C:5]([F:17])([F:16])[O:6][C:7]2([F:14])[F:15])=[CH:3][C:2]=1[Cl:1]. Procedure: To a solution wherein electrolytic iron powder (5.59 g, 100.0 mmol) is in acetic acid (100 ml) and water (10 ml), an acetic acid (20 ml) solution of 5-chloro-6-nitro-1,1,3,3-tetrafluoro-1,3-dihydroisobenzofuran (5.43 g, 20.0 mmol) was added dropwise at 50 to 60° C. over a period of about 10 minutes and further stirred for 30 minutes. The reaction solution was then filtered and water was poured into the filtrate. After the solution was extracted with ethyl acetate, the organic layer was washed wi... Reaction conditions: time 1 hour. Yield: 64.4%. Reported procedure: 314 mg of alpha-(p-tolylthio)-alpha-(m-benzoylphenyl)propionitrile was dissolved in 1 ml of methanol, and 1.0 ml of a 2.3 M methanol solution of sodium methanethiolate was added dropwise. The mixture was stirred at room temperature for 1 hour. An aqueous solution of ammonium chloride (1 g/5 ml) was added, and the mixture was extracted with 10 ml of ether three times. The extract was washed with 15 ml of water three times, dried over anhydrous magnesium sulfate, and concentrated under reduced pre... The product is C(C1=CC=CC=C1)(=O)C=1C=C(C=CC1)C(C#N)C (alpha-(m-benzoylphenyl)-propionitrile). Solvent: CO (methanol), CO (methanol). As a reaction SMILES: C1(C)C=CC(S[C:8]([C:12]2[CH:17]=[CH:16][CH:15]=[C:14]([C:18](=[O:25])[C:19]3[CH:24]=[CH:23][CH:22]=[CH:21][CH:20]=3)[CH:13]=2)([CH3:11])[C:9]#[N:10])=CC=1.C[S-].[Na+].[Cl-].[NH4+]>CO>[C:18]([C:14]1[CH:13]=[C:12]([CH:8]([CH3:11])[C:9]#[N:10])[CH:17]=[CH:16][CH:15]=1)(=[O:25])[C:19]1[CH:20]=[CH:21][CH:22]=[CH:23][CH:24]=1 |f:1.2,3.4|. The reactants are C[S-].[Na+] (sodium methanethiolate), C1(=CC=C(C=C1)SC(C#N)(C)C1=CC(=CC=C1)C(C1=CC=CC=C1)=O)C (alpha-(p-tolylthio)-alpha-(m-benzoylphenyl)propionitrile), [Cl-].[NH4+] (ammonium chloride). The reactants are C1CCNCC1, O=C(C=Cc1ccc(Cl)c(Cl)c1)N1CCC(=O)N(CCCCI)CC1, [I-], [Na+]. The product is O=C(C=Cc1ccc(Cl)c(Cl)c1)N1CCC(=O)N(CCCCN2CCCCC2)CC1. As a reaction SMILES: [CH2:26]1[CH2:27][CH2:28][NH:29][CH2:30][CH2:31]1.[Cl:1][c:2]1[cH:3][c:4]([CH:9]=[CH:10][C:11](=[O:12])[N:13]2[CH2:14][CH2:15][N:16]([CH2:21][CH2:22][CH2:23][CH2:24][I:25])[C:17](=[O:20])[CH2:18][CH2:19]2)[cH:5][cH:6][c:7]1[Cl:8].[I-:33].[Na+:32]>>[Cl:1][c:2]1[cH:3][c:4]([CH:9]=[CH:10][C:11](=[O:12])[N:13]2[CH2:14][CH2:15][N:16]([CH2:21][CH2:22][CH2:23][CH2:24][N:29]3[CH2:28][CH2:27][CH2:26][CH2:31][CH2:30]3)[C:17](=[O:20])[CH2:18][CH2:19]2)[cH:5][cH:6][c:7]1[Cl:8]. Reactants: C(CCC)N (n-Butylamine), C(C)N(CC(C)N1C2=CC=CC=C2SC=2C=CC(=CC12)C(N)=S)CC (10-[(2RS)-1-diethylamino-2-propyl]-2-phenothiazinecarbothioamide). Solvent: C(C)O (ethanol). Conditions: time 16 hour. The product is C(CCC)NC(=S)C1=CC=2N(C3=CC=CC=C3SC2C=C1)C(CN(CC)CC)C (N-butyl-10-[(2RS)-1-diethylamino-2-propyl]-2-phenothiazinecarbothioamide). Reaction SMILES: [CH2:1]([NH2:5])[CH2:2][CH2:3][CH3:4].[CH2:6]([N:8]([CH2:29][CH3:30])[CH2:9][CH:10]([N:12]1[C:25]2[CH:24]=[C:23]([C:26](=[S:28])N)[CH:22]=[CH:21][C:20]=2[S:19][C:18]2[C:13]1=[CH:14][CH:15]=[CH:16][CH:17]=2)[CH3:11])[CH3:7]>C(O)C>[CH2:1]([NH:5][C:26]([C:23]1[CH:22]=[CH:21][C:20]2[S:19][C:18]3[C:13](=[CH:14][CH:15]=[CH:16][CH:17]=3)[N:12]([CH:10]([CH3:11])[CH2:9][N:8]([CH2:29][CH3:30])[CH2:6][CH3:7])[C:25]=2[CH:24]=1)=[S:28])[CH2:2][CH2:3][CH3:4]. Reported procedure: n-Butylamine (2.4 cc) is added to a solution of 10-[(2RS)-1-diethylamino-2-propyl]-2-phenothiazinecarbothioamide (1.86 g) in absolute ethanol (25 cc). The mixture is brought to 150° C. for 16 hours and then concentrated to dryness under reduced pressure (30 mm Hg; 4 kPa) at 40° C. The residue obtained is purified by chromatography on a column (height: 17 cm; diameter: 2.6 cm) of silica gel (0.04-0.06 mm) with a slight excess pressure of nitrogen (40 kPa), eluting with mixtures of cyclohexane and... Isolated yield 55.3%. Reaction SMILES: [CH2:1]([O:8][C:9]([NH:11][C:12]1([C:18]([OH:20])=[O:19])[CH2:16][CH2:15][C:14](=[O:17])[O:13]1)=[O:10])[C:2]1[CH:7]=[CH:6][CH:5]=[CH:4][CH:3]=1.[H-].[Na+].[N+:23]([C:26]1[CH:33]=[CH:32][C:29]([CH2:30]Br)=[CH:28][CH:27]=1)([O-:25])=[O:24].C(=O)([O-])O.[Na+]>CN(C)C=O>[CH2:1]([O:8][C:9]([NH:11][C:12]1([C:18]([O:20][CH2:30][C:29]2[CH:32]=[CH:33][C:26]([N+:23]([O-:25])=[O:24])=[CH:27][CH:28]=2)=[O:19])[CH2:16][CH2:15][C:14](=[O:17])[O:13]1)=[O:10])[C:2]1[CH:3]=[CH:4][CH:5]=[CH:6][CH:7]=1 |f:1.2,4.5|. Run in CN(C=O)C (N,N-dimethylformamide). The product is C(C1=CC=CC=C1)OC(=O)NC1(OC(CC1)=O)C(=O)OCC1=CC=C(C=C1)[N+](=O)[O-] (4-nitrobenzyl 2-benzyloxycarbonylamino-5-oxo-2-tetrahydrofurancarboxylate). Conditions: time 2.5 hour. Reactants: C(C1=CC=CC=C1)OC(=O)NC1(OC(CC1)=O)C(=O)O (2-benzyloxycarbonylamino-5-oxo-2-tetrahydrofurancarboxylic acid), C(O)([O-])=O.[Na+] (sodium hydrogen carbonate), [H-].[Na+] (sodium hydride), [N+](=O)([O-])C1=CC=C(CBr)C=C1 (4-nitrobenzyl bromide). Procedure: In 5 ml of N,N-dimethylformamide solution was dissoved 838 mg of 2-benzyloxycarbonylamino-5-oxo-2-tetrahydrofurancarboxylic acid. To the solution was added 120 mg of sodium hydride (60% oil). To the mixture was added 648 mg of 4-nitrobenzyl bromide, followed by stirring at room temperature for 2.5 hours. To the reaction solution was added a saturated aqueous solution of sodium hydrogen carbonate, which was subjected to extraction with ethyl acetate. The aqueous layer was then dried (MgSO4), foll... Starting materials: COc1ccc2cc(-c3ccccc3)ccc2c1, Cl, c1cc[nH+]cc1. Yields the product Oc1ccc2cc(-c3ccccc3)ccc2c1. As a reaction SMILES: [CH3:1][O:2][c:3]1[cH:4][c:5]2[cH:6][cH:7][c:8](-[c:13]3[cH:14][cH:15][cH:16][cH:17][cH:18]3)[cH:9][c:10]2[cH:11][cH:12]1.[ClH:25].[nH+:19]1[cH:20][cH:21][cH:22][cH:23][cH:24]1>>[OH:2][c:3]1[cH:4][c:5]2[cH:6][cH:7][c:8](-[c:13]3[cH:14][cH:15][cH:16][cH:17][cH:18]3)[cH:9][c:10]2[cH:11][cH:12]1.